From a dataset of the Open Reaction Database (ORD), a public repository of structured organic reaction records. describe an organic reaction: reactants, conditions, products, and yield Reactants: FC1=CC=C(C=O)C=C1 (4-fluorobenzaldehyde), BrC=1C=C(C(=O)NC)C=CC1 (3-bromo-N-methylbenzamide), solution, C(CCC)[Li] (n-butyllithium). Run in O1CCCC1 (tetrahydrofuran), O1CCCC1 (tetrahydrofuran), CCCCCC (hexane). Run at time 15 minute. Product: OC(C1=CC=C(C=C1)F)C=1C=C(C(=O)NC)C=CC1 (3-{1-Hydroxy-1-(4-fluorophenyl)-methyl}-N-methyl-benzamide). The yield is 38.0%. RXN SMILES: Br[C:2]1[CH:3]=[C:4]([CH:9]=[CH:10][CH:11]=1)[C:5]([NH:7][CH3:8])=[O:6].C([Li])CCC.[F:17][C:18]1[CH:25]=[CH:24][C:21]([CH:22]=[O:23])=[CH:20][CH:19]=1>O1CCCC1.CCCCCC>[OH:23][CH:22]([C:2]1[CH:3]=[C:4]([CH:9]=[CH:10][CH:11]=1)[C:5]([NH:7][CH3:8])=[O:6])[C:21]1[CH:24]=[CH:25][C:18]([F:17])=[CH:19][CH:20]=1. Procedure: A solution of 3-bromo-N-methylbenzamide (3.48 g, 16.25 mmol) in dry tetrahydrofuran (100 ml) was cooled to −78° C. and treated dropwise over 10 min. with 13 ml (32.5 mmol) of a 2.5 M solution of n-butyllithium in hexane. After 15 min. at −78° C., a solution of 4-fluorobenzaldehyde (2.5 g, 20.1 mmol) in tetrahydrofuran (10 ml) was added dropwise over 10 min. and the resulting mixture was stirred for another 45 min at the same temperature. The temperature was then allowed to reach −20° C. and the ... Starting materials: BrCCCn1cccn1, BrCCCBr, CC(=O)N(c1ccc(Cl)cc1)C1CC(C)N(C(=O)c2ccc(O)cc2)c2ccccc21, [H-], [K+], [K+], [Na+], O=C([O-])[O-], CN(C)C=O, C1CCOC1, c1cn[nH]c1. Product: CC(=O)N(c1ccc(Cl)cc1)C1CC(C)N(C(=O)c2ccc(OCCCn3cccn3)cc2)c2ccccc21. As a reaction SMILES: [Br:38][CH2:39][CH2:40][CH2:41][n:42]1[n:43][cH:44][cH:45][cH:46]1.[Br:47][CH2:48][CH2:49][CH2:50][Br:51].[Cl:1][c:2]1[cH:3][cH:4][c:5]([N:8]([C:9]([CH3:10])=[O:11])[CH:12]2[CH2:13][CH:14]([CH3:31])[N:15]([C:22]([c:23]3[cH:24][cH:25][c:26]([OH:29])[cH:27][cH:28]3)=[O:30])[c:16]3[cH:17][cH:18][cH:19][cH:20][c:21]32)[cH:6][cH:7]1.[H-:57].[K+:32].[K+:33].[Na+:58].[O-:34][C:35]([O-:36])=[O:37].[O:59]=[CH:60][N:61]([CH3:62])[CH3:63].[O:64]1[CH2:65][CH2:66][CH2:67][CH2:68]1.[nH:52]1[cH:53][cH:54][cH:55][n:56]1>>[Cl:1][c:2]1[cH:3][cH:4][c:5]([N:8]([C:9]([CH3:10])=[O:11])[CH:12]2[CH2:13][CH:14]([CH3:31])[N:15]([C:22]([c:23]3[cH:24][cH:25][c:26]([O:29][CH2:39][CH2:40][CH2:41][n:42]4[n:43][cH:44][cH:45][cH:46]4)[cH:27][cH:28]3)=[O:30])[c:16]3[cH:17][cH:18][cH:19][cH:20][c:21]32)[cH:6][cH:7]1. Starting materials: C(C)(=O)O[C@]1(C(C)=O)CC[C@H]2[C@@H]3C=C(C4=CC([C@H]5[C@@H]([C@]4(C)C3=CC[C@]12C)C5)=O)Cl (17-acetoxy-6-chloro-1α,2α -methylene-4,6,9(11)-pregnatriene-3,20 -dione), F (hydrogen fluoride), BrN1C(CCC1=O)=O (N-bromosuccinimide), solution, ice water, N (ammonia). The solvent is N1=CC=CC=C1 (pyridine). Conditions: time 1.5 hour. The product is C(C)(=O)O[C@]1(C(C)=O)CC[C@H]2[C@@H]3C=C(C4=CC([C@H]5[C@@H]([C@]4(C)[C@]3([C@H](C[C@]12C)F)Br)C5)=O)Cl (17-Acetoxy-9-bromo-6-chloro-11β-fluoro-1α,2α -methylene-4,6-pregnadiene-3,20-dione). Reaction SMILES: [C:1]([O:4][C@:5]1([C@:25]2([CH3:26])[C@H:11]([C@H:12]3[C:22](=[CH:23][CH2:24]2)[C@:20]2([CH3:21])[C:15](=[CH:16][C:17](=[O:28])[C@@H:18]4[CH2:27][C@@H:19]42)[C:14]([Cl:29])=[CH:13]3)[CH2:10][CH2:9]1)[C:6](=[O:8])[CH3:7])(=[O:3])[CH3:2].[Br:30]N1C(=O)CCC1=O.[FH:38].N>N1C=CC=CC=1>[C:1]([O:4][C@:5]1([C@:25]2([CH3:26])[C@H:11]([C@H:12]3[C@:22]([Br:30])([C@@H:23]([F:38])[CH2:24]2)[C@:20]2([CH3:21])[C:15](=[CH:16][C:17](=[O:28])[C@@H:18]4[CH2:27][C@@H:19]42)[C:14]([Cl:29])=[CH:13]3)[CH2:10][CH2:9]1)[C:6](=[O:8])[CH3:7])(=[O:3])[CH3:2]. Procedure: At -30° C., 1.5 g. of 17-acetoxy-6-chloro-1α,2α -methylene-4,6,9(11)-pregnatriene-3,20 -dione and 1.5 g. of N-bromosuccinimide are added in succession to 7.5 ml. of a 70% solution of hydrogen fluoride in pyridine. After 1.5 hours, the solution is introduced into a mixture of ice water and 25% ammonia solution. The thus-precipitated product is vacuum-filtered, washed with water, dissolved in ethyl acetate, and dried over sodium sulfate. The crude product is recrystallized from acetone/hexane. Yie... Starting materials: O (water), COC(=O)CC(=O)CC(=O)OC (dimethyl acetonedicarboxylate), C1(=CC=C(C=C1)S(=O)(=O)O)C (p-toluene-sulfonic acid), N (NH3). Run in CCCCCC (hexane), CCOCC (ether), C1=CC=CC=C1 (benzene), C1=CC=CC=C1 (benzene). Reaction conditions: time 8 hour. The product is NC(=CC(=O)OC)CC(=O)OC (Dimethyl 2-amino-1-propene-1,3-dicarboxylate). Reaction SMILES: [CH3:1][O:2][C:3]([CH2:5][C:6]([CH2:8][C:9]([O:11][CH3:12])=[O:10])=O)=[O:4].C1(C)C=CC(S(O)(=O)=O)=CC=1.[NH3:24].O>C1C=CC=CC=1.CCCCCC.CCOCC>[NH2:24][C:6]([CH2:8][C:9]([O:11][CH3:12])=[O:10])=[CH:5][C:3]([O:2][CH3:1])=[O:4]. Procedure: To a stirred solution of dimethyl acetonedicarboxylate (44.1 ml, 0.3 mole) and p-toluene-sulfonic acid (0.19 g, 1 mmol) in benzene (50 ml) was bubbled NH3 gas for 30 min. The mixture was refluxed with azeotropic removal of water using Dean-Stark trap. The bubbling of NH3 gas and azeotropic removal of water was repeated three times to give a total 5 ml of water. The reaction mixture was diluted with benzene and filtered through celite. The filtrate was concentrated to give an amber oil, 50.75 g. ...